Dataset: the Open Reaction Database (ORD), a public repository of structured organic reaction records. Task: describe an organic reaction: reactants, conditions, products, and yield Starting materials: CCOC(C)=O, CC(C)(C)OC(=O)N1CCN(c2nsnc2Cl)CC1, OCCO, c1ccncc1. Product: CC(C)(C)OC(=O)N1CCN(c2nsnc2OCCO)CC1. Reaction SMILES: [CH3:30][CH2:31][O:32][C:33]([CH3:34])=[O:35].[Cl:1][c:2]1[c:3]([N:7]2[CH2:8][CH2:9][N:10]([C:13](=[O:14])[O:15][C:16]([CH3:17])([CH3:18])[CH3:19])[CH2:11][CH2:12]2)[n:4][s:5][n:6]1.[OH:20][CH2:21][CH2:22][OH:23].[cH:24]1[cH:25][cH:26][n:27][cH:28][cH:29]1>>[c:2]1([O:23][CH2:22][CH2:21][OH:20])[c:3]([N:7]2[CH2:8][CH2:9][N:10]([C:13](=[O:14])[O:15][C:16]([CH3:17])([CH3:18])[CH3:19])[CH2:11][CH2:12]2)[n:4][s:5][n:6]1. Starting materials: ClC1=NC=C(C=2C=CC(=NC12)C)B(O)O (8-chloro-2-methyl-[1,7]naphthyridine-5-boronic acid), BrC1=CN=CN1C (5-bromo-1-methyl-1H-imidazole), NC=1N=C(SC1)C (4-amino-2-methylthiazole). Product: CC1=NC2=C(N=CC(=C2C=C1)C=1N(C=NC1)C)NC=1N=C(SC1)C ([2-Methyl-5-(3-methyl-3H-imidazol-4-yl)-[1,7]naphthyridin-8-yl]-(2-methyl-thiazol-4-yl)-amine). As a reaction SMILES: Cl[C:2]1[C:11]2[N:10]=[C:9]([CH3:12])[CH:8]=[CH:7][C:6]=2[C:5](B(O)O)=[CH:4][N:3]=1.Br[C:17]1[N:21]([CH3:22])[CH:20]=[N:19][CH:18]=1.[NH2:23][C:24]1[N:25]=[C:26]([CH3:29])[S:27][CH:28]=1>>[CH3:12][C:9]1[CH:8]=[CH:7][C:6]2[C:11](=[C:2]([NH:23][C:24]3[N:25]=[C:26]([CH3:29])[S:27][CH:28]=3)[N:3]=[CH:4][C:5]=2[C:17]2[N:21]([CH3:22])[CH:20]=[N:19][CH:18]=2)[N:10]=1. Procedure details: The title compound, MS: m/e=337.3 (M+H+), was prepared in accordance with the general method of example 15 step 1 and step 3 from 8-chloro-2-methyl-[1,7]naphthyridine-5-boronic acid (Example L), 5-bromo-1-methyl-1H-imidazole and 4-amino-2-methylthiazole (Example F).